From a dataset of the Open Reaction Database (ORD), a public repository of structured organic reaction records. describe an organic reaction: reactants, conditions, products, and yield Reactants: C(Cl)(Cl)Cl (chloroform), CC1(CCC=2C(=NNC2C1)C=1NC2=CC(=CC=C2C1)NC)C (N-{2-(6,6-dimethyl-4,5,6,7-tetrahydro-1H-indazol-3-yl)-1H-indol-6-yl}-N-methylamine), N1(CCOCC1)[C@H](C(=O)O)C ((S)-2-(morpholin-4-yl)propionic acid), Example 3, Cl.C(C)N=C=NCCCN(C)C (1-ethyl-3-(3-dimethylaminopropyl)carbodiimide hydrochloride). Run in O (water), N1=CC=CC=C1 (pyridine). Reaction conditions: time 14 hour. Product: CC1(CCC=2C(=NNC2C1)C=1NC2=CC(=CC=C2C1)N(C([C@H](C)N1CCOCC1)=O)C)C ((S)—N-[2-(6,6-dimethyl-4,5,6,7-tetrahydro-1H-indazol-3-yl)-1H-indol-6-yl]-N-methyl-2-(morpholin-4-yl)propionamide). Isolated yield 78.0%. Reaction SMILES: [CH3:1][C:2]1([CH3:22])[CH2:10][C:9]2[NH:8][N:7]=[C:6]([C:11]3[NH:12][C:13]4[C:18]([CH:19]=3)=[CH:17][CH:16]=[C:15]([NH:20][CH3:21])[CH:14]=4)[C:5]=2[CH2:4][CH2:3]1.[N:23]1([C@@H:29]([CH3:33])[C:30]([OH:32])=O)[CH2:28][CH2:27][O:26][CH2:25][CH2:24]1.Cl.C(N=C=NCCCN(C)C)C.C(Cl)(Cl)Cl>N1C=CC=CC=1.O>[CH3:1][C:2]1([CH3:22])[CH2:10][C:9]2[NH:8][N:7]=[C:6]([C:11]3[NH:12][C:13]4[C:18]([CH:19]=3)=[CH:17][CH:16]=[C:15]([N:20]([CH3:21])[C:30](=[O:32])[C@@H:29]([N:23]3[CH2:24][CH2:25][O:26][CH2:27][CH2:28]3)[CH3:33])[CH:14]=4)[C:5]=2[CH2:4][CH2:3]1 |f:2.3|. Procedure details: To a solution of N-{2-(6,6-dimethyl-4,5,6,7-tetrahydro-1H-indazol-3-yl)-1H-indol-6-yl}-N-methylamine (45 mg, 0.15 mmol) in pyridine (1 ml) were added (S)-2-(morpholin-4-yl)propionic acid obtained in Reference Example 3 (110 mg, 0.69 mmol) and 1-ethyl-3-(3-dimethylaminopropyl)carbodiimide hydrochloride (106 mg, 0.55 mmol) at room temperature, and the mixture was stirred for 14 hr. To the reaction mixture were added chloroform and water, and the organic layer was separated. The organic layer was d...